This data is from the Open Reaction Database (ORD), a public repository of structured organic reaction records. The task is: describe an organic reaction: reactants, conditions, products, and yield Starting materials: Cc1c(C)c(OCc2ccccc2)c(C(O)CCc2ccc(OCc3ccccc3)cc2OCc2ccccc2)c(C)c1OCc1ccccc1, O, Cc1ccc(S(=O)(=O)O)cc1, c1ccccc1. Yields the product Cc1c(C)c(OCc2ccccc2)c(C=CCc2ccc(OCc3ccccc3)cc2OCc2ccccc2)c(C)c1OCc1ccccc1. As a reaction SMILES: [CH2:1]([c:2]1[cH:3][cH:4][cH:5][cH:6][cH:7]1)[O:8][c:9]1[c:10]([CH2:23][CH2:24][CH:25]([OH:26])[c:27]2[c:28]([O:44][CH2:45][c:46]3[cH:47][cH:48][cH:49][cH:50][cH:51]3)[c:29]([CH3:43])[c:30]([CH3:42])[c:31]([O:34][CH2:35][c:36]3[cH:37][cH:38][cH:39][cH:40][cH:41]3)[c:32]2[CH3:33])[cH:11][cH:12][c:13]([O:15][CH2:16][c:17]2[cH:18][cH:19][cH:20][cH:21][cH:22]2)[cH:14]1.[OH2:63].[c:52]1([CH3:53])[cH:54][cH:55][c:56]([S:57]([OH:58])(=[O:59])=[O:60])[cH:61][cH:62]1.[cH:64]1[cH:65][cH:66][cH:67][cH:68][cH:69]1>>[CH2:1]([c:2]1[cH:3][cH:4][cH:5][cH:6][cH:7]1)[O:8][c:9]1[c:10]([CH2:23][CH:24]=[CH:25][c:27]2[c:28]([O:44][CH2:45][c:46]3[cH:47][cH:48][cH:49][cH:50][cH:51]3)[c:29]([CH3:43])[c:30]([CH3:42])[c:31]([O:34][CH2:35][c:36]3[cH:37][cH:38][cH:39][cH:40][cH:41]3)[c:32]2[CH3:33])[cH:11][cH:12][c:13]([O:15][CH2:16][c:17]2[cH:18][cH:19][cH:20][cH:21][cH:22]2)[cH:14]1.